Dataset: the Open Reaction Database (ORD), a public repository of structured organic reaction records. Task: describe an organic reaction: reactants, conditions, products, and yield Starting materials: C(C)(C)(C)OC(NC1(CCC1)C1=CC=C(C=C1)C=1N=C2N(C=C(C=C2)C=2C(=NC=CC2)OCC2=CC=CC=C2)C1C1=CC=CC=C1)=O ((1-{4-[6-(2-benzyloxy-pyridin-3-yl)-3-phenyl-imidazo[1,2-a]pyridin-2-yl]-phenyl}-cyclobutyl)-carbamic acid tert-butyl ester), Cl (HCl). Solvent: C(Cl)Cl.CO (DCM MeOH). Run at temperature 0 celsius, time 2 hour. Yields the product C(C1=CC=CC=C1)OC1=NC=CC=C1C=1C=CC=2N(C1)C(=C(N2)C2=CC=C(C=C2)C2(CCC2)N)C2=CC=CC=C2 (1-{4-[6-(2-benzyloxy-pyridin-3-yl)-3-phenyl-imidazo[1,2-a]pyridin-2-yl]-phenyl}-cyclobutylamine). RXN SMILES: C(OC(=O)[NH:7][C:8]1([C:12]2[CH:17]=[CH:16][C:15]([C:18]3[N:19]=[C:20]4[CH:25]=[CH:24][C:23]([C:26]5[C:27]([O:32][CH2:33][C:34]6[CH:39]=[CH:38][CH:37]=[CH:36][CH:35]=6)=[N:28][CH:29]=[CH:30][CH:31]=5)=[CH:22][N:21]4[C:40]=3[C:41]3[CH:46]=[CH:45][CH:44]=[CH:43][CH:42]=3)=[CH:14][CH:13]=2)[CH2:11][CH2:10][CH2:9]1)(C)(C)C.Cl>C(Cl)Cl.CO>[CH2:33]([O:32][C:27]1[C:26]([C:23]2[CH:24]=[CH:25][C:20]3[N:21]([C:40]([C:41]4[CH:46]=[CH:45][CH:44]=[CH:43][CH:42]=4)=[C:18]([C:15]4[CH:16]=[CH:17][C:12]([C:8]5([NH2:7])[CH2:9][CH2:10][CH2:11]5)=[CH:13][CH:14]=4)[N:19]=3)[CH:22]=2)=[CH:31][CH:30]=[CH:29][N:28]=1)[C:34]1[CH:35]=[CH:36][CH:37]=[CH:38][CH:39]=1 |f:2.3|. Procedure: The crude product from Step 2 (240 mg) was dissolved in DCM/MeOH (1.2 mL/0.76 mL), cooled to 0° C. and treated with HCl (4 M soln in dioxane, 0.94 mL). The reaction was warmed to rt and stirred for 2 hours. The reaction was poured onto ice and extracted with DCM (3×). The organic phase was washed with brine, dried and concentrated in vacuo to give the crude title compound.